This data is from the Open Reaction Database (ORD), a public repository of structured organic reaction records. The task is: describe an organic reaction: reactants, conditions, products, and yield The reactants are solid, Cl.Cl.Cl.O1CCC=2C(=NC=CC21)N2CCN(CC2)CC[C@@H]2CC[C@H](CC2)N (trans-4-{2-[4-(2,3-dihydrofuro[3,2-c]pyridin-4-yl)-piperazin-1-yl]-ethyl}-cyclohexanamine trihydrochloride), Cl.Cl.Cl.O1CCC=2C(=NC=CC21)N2CCN(CC2)CC[C@@H]2CC[C@H](CC2)N (trans-4-{2-[4-(2,3-dihydrofuro[3,2-c]pyridin-4-yl)-piperazin-1-yl]-ethyl}-cyclohexanamine trihydrochloride), O1[C@H](COCC1)CC(=O)O ((S)-[1,4]dioxan-2-yl-acetic acid). Yields the product O1CCC=2C(=NC=CC21)N2CCN(CC2)CC[C@@H]2CC[C@H](CC2)NC(C[C@@H]2OCCOC2)=O (trans-N-(4-{2-[4-(2,3-Dihydro-furo[3,2-c]pyridin-4-yl)-piperazin-1-yl]-ethyl}-cyclohexyl)-2-(S)-[1,4]dioxan-2-yl-acetamide). Reaction SMILES: Cl.Cl.Cl.[O:4]1[C:12]2[CH:11]=[CH:10][N:9]=[C:8]([N:13]3[CH2:18][CH2:17][N:16]([CH2:19][CH2:20][C@H:21]4[CH2:26][CH2:25][C@H:24]([NH2:27])[CH2:23][CH2:22]4)[CH2:15][CH2:14]3)[C:7]=2[CH2:6][CH2:5]1.[O:28]1[CH2:33][CH2:32][O:31][CH2:30][C@@H:29]1[CH2:34][C:35](O)=[O:36]>>[O:4]1[C:12]2[CH:11]=[CH:10][N:9]=[C:8]([N:13]3[CH2:18][CH2:17][N:16]([CH2:19][CH2:20][C@H:21]4[CH2:26][CH2:25][C@H:24]([NH:27][C:35](=[O:36])[CH2:34][C@H:29]5[CH2:30][O:31][CH2:32][CH2:33][O:28]5)[CH2:23][CH2:22]4)[CH2:15][CH2:14]3)[C:7]=2[CH2:6][CH2:5]1 |f:0.1.2.3|. Procedure details: The title compound, white solid (107 mg, 93%), MS (ISP) m/z=459.5 [(M+H)+], mp 192° C., was prepared in accordance with the general method of example 32 from trans-4-{2-[4-(2,3-dihydrofuro[3,2-c]pyridin-4-yl)-piperazin-1-yl]-ethyl}-cyclohexanamine trihydrochloride (intermediate C) (110 mg, 0.25 mmol) and (S)-[1,4]dioxan-2-yl-acetic acid.